From a dataset of the Open Reaction Database (ORD), a public repository of structured organic reaction records. describe an organic reaction: reactants, conditions, products, and yield Starting materials: [Si](C)(C)(C(C)(C)C)OCC1=CC=C(S1)CC(=O)O (2-[5-[[tert-butyl(dimethyl)silyl]oxymethyl]-2-thienyl]acetic acid), ClC=1C=[N+](C=C(C1C[C@H](O)C1=CC(=C(C=C1)OC)OC)Cl)[O-] ((S)-3,5-dichloro-4-(2-(3,4-dimethoxyphenyl)-2-hydroxyethyl)pyridine 1-oxide), resultant solution, Cl.CN(CCCN=C=NCC)C (N-(3-dimethylaminopropyl)-N′-ethylcarbodiimide hydrochloride). The reagents and catalysts are CN(C1=CC=NC=C1)C (4-(dimethylamino)-pyridine). Run in ClCCl (dichloromethane). The product is ClC=1C=[N+](C=C(C1C[C@@H](C1=CC(=C(C=C1)OC)OC)OC(CC=1SC(=CC1)CO[Si](C)(C)C(C)(C)C)=O)Cl)[O-] ([(1S)-2-(3,5-dichloro-1-oxido-pyridin-1-ium-4-yl)-1-(3,4-dimethoxyphenyl)ethyl]2-[5-[[tert-butyl(dimethyl)silyl]oxymethyl]-2-thienyl]acetate). The yield is 46.0%. RXN SMILES: [Si:1]([O:8][CH2:9][C:10]1[S:14][C:13]([CH2:15][C:16]([OH:18])=[O:17])=[CH:12][CH:11]=1)([C:4]([CH3:7])([CH3:6])[CH3:5])([CH3:3])[CH3:2].[Cl:19][C:20]1[CH:21]=[N+:22]([O-:40])[CH:23]=[C:24]([Cl:39])[C:25]=1[CH2:26][C@@H:27]([C:29]1[CH:34]=[CH:33][C:32]([O:35][CH3:36])=[C:31]([O:37][CH3:38])[CH:30]=1)O.Cl.CN(C)CCCN=C=NCC>ClCCl.CN(C)C1C=CN=CC=1>[Cl:39][C:24]1[CH:23]=[N+:22]([O-:40])[CH:21]=[C:20]([Cl:19])[C:25]=1[CH2:26][C@H:27]([O:17][C:16](=[O:18])[CH2:15][C:13]1[S:14][C:10]([CH2:9][O:8][Si:1]([C:4]([CH3:7])([CH3:6])[CH3:5])([CH3:3])[CH3:2])=[CH:11][CH:12]=1)[C:29]1[CH:34]=[CH:33][C:32]([O:35][CH3:36])=[C:31]([O:37][CH3:38])[CH:30]=1 |f:2.3|. Procedure: To a solution of 2-[5-[[tert-butyl(dimethyl)silyl]oxymethyl]-2-thienyl]acetic acid (995 mg, 3.48 mmol) in dichloromethane (40 mL) was added (S)-3,5-dichloro-4-(2-(3,4-dimethoxyphenyl)-2-hydroxyethyl)pyridine 1-oxide (1.43 g, 4.17 mmol), followed by 4-(dimethylamino)-pyridine (212 mg, 1.74 mmol) and N-(3-dimethylaminopropyl)-N′-ethylcarbodiimide hydrochloride (1.33 g, 6.96 mmol). The resultant solution was stirred at room temperature for 72 h. The reaction solution was washed with saturated aqueo...